From a dataset of the Open Reaction Database (ORD), a public repository of structured organic reaction records. describe an organic reaction: reactants, conditions, products, and yield The solvent is C1(=CC=CC=C1)C (C6H5CH3), hexanes, CCO (EtOH). Yield: 40.0%. The reactants are C(#N)C=1C=C2C(=CN(C2=CC1)C)[C@H]1CC[C@H](CC1)N1CCN(CC1)C=1C=C(C=C2C=CC=NC12)C(=O)O (8-[4-[(cis)-4-(5-cyano-1-methyl-1H-indole-3-yl)cyclohexyl]-1-piperazinyl]-6-quinolinecarboxylic acid), solution, CO (MeOH), oxalate salt, (CO2H)2. Procedure details: To 50 mg (0.1 mmol) of 8-[4-[(cis)-4-(5-cyano-1-methyl-1H-indole-3-yl)cyclohexyl]-1-piperazinyl]-6-quinolinecarboxylic acid in 1 mL of MeOH and 3 mL of C6H5CH3 at 23° C. was added 0.9 mL (0.39 mmol) of a 10% solution of (CH2)3SiCHN2 in hexanes. After stirring at 23° C. for 12 hours, the volatiles were removed by rotary evaporation. The crude product was chromatographed on silica gel eluting with 20:1 CH2Cl2:MeOH. The product fractions were pooled, stripped, and treated with 5 mg (0.05 mmol) of (... Run at temperature 23 celsius, time 12 hour. RXN SMILES: [C:1]([C:3]1[CH:4]=[C:5]2[C:9](=[CH:10][CH:11]=1)[N:8]([CH3:12])[CH:7]=[C:6]2[C@@H:13]1[CH2:18][CH2:17][C@H:16]([N:19]2[CH2:24][CH2:23][N:22]([C:25]3[CH:26]=[C:27]([C:35]([OH:37])=[O:36])[CH:28]=[C:29]4[C:34]=3[N:33]=[CH:32][CH:31]=[CH:30]4)[CH2:21][CH2:20]2)[CH2:15][CH2:14]1)#[N:2].[CH3:38]O>C1(C)C=CC=CC=1.CCO>[C:1]([C:3]1[CH:4]=[C:5]2[C:9](=[CH:10][CH:11]=1)[N:8]([CH3:12])[CH:7]=[C:6]2[C@@H:13]1[CH2:18][CH2:17][C@H:16]([N:19]2[CH2:20][CH2:21][N:22]([C:25]3[CH:26]=[C:27]([C:35]([O:37][CH3:38])=[O:36])[CH:28]=[C:29]4[C:34]=3[N:33]=[CH:32][CH:31]=[CH:30]4)[CH2:23][CH2:24]2)[CH2:15][CH2:14]1)#[N:2]. Yields the product C(#N)C=1C=C2C(=CN(C2=CC1)C)[C@H]1CC[C@H](CC1)N1CCN(CC1)C=1C=C(C=C2C=CC=NC12)C(=O)OC (Methyl 8-[4-[(cis)-4-(5-cyano-1-methyl-1H-indol-3-yl)cyclohexyl]-1-piperazinyl]-6-quinolinecarboxylate). Starting materials: C1CNCCN1, O=C(CC1CCC(C(F)(F)F)CC1)Nc1c(Cl)ccc2nc(Cl)ccc12. Product: O=C(CC1CCC(C(F)(F)F)CC1)Nc1c(Cl)ccc2nc(N3CCNCC3)ccc12. RXN SMILES: [CH2:27]1[CH2:28][NH:29][CH2:30][CH2:31][NH:32]1.[Cl:1][c:2]1[n:3][c:4]2[cH:5][cH:6][c:7]([Cl:26])[c:8]([NH:12][C:13]([CH2:14][CH:15]3[CH2:16][CH2:17][CH:18]([C:21]([F:22])([F:23])[F:24])[CH2:19][CH2:20]3)=[O:25])[c:9]2[cH:10][cH:11]1>>[c:2]1([N:29]2[CH2:28][CH2:27][NH:32][CH2:31][CH2:30]2)[n:3][c:4]2[cH:5][cH:6][c:7]([Cl:26])[c:8]([NH:12][C:13]([CH2:14][CH:15]3[CH2:16][CH2:17][CH:18]([C:21]([F:22])([F:23])[F:24])[CH2:19][CH2:20]3)=[O:25])[c:9]2[cH:10][cH:11]1. Run at time 12 hour. Yields the product N1=C(N=CC=C1)N1CCN(CC1)CCCCN1S(C2=C(C1=O)C=CC(=C2)NC(C)=O)(=O)=O (2-(4-(4-(2-pyrimidinyl)-1-piperazinyl)butyl)-6-acetamido-1,2-benzisothiazol-3(2H)one 1,1-dioxide). Reactants: N1=C(N=CC=C1)N1CCN(CC1)CCCCN1S(C2=C(C1=O)C=CC(=C2)N)(=O)=O (2-(4-(4-(2-pyrimidinyl)-1-piperazinyl)butyl)-6-amino1,2-benzoisothiazol-3(2H)one 1,1-dioxide), C(C)(=O)OC(C)=O (acetic anhydride). Reported procedure: 200 ml of acetic anhydride are added to 0.06 mol of 2-(4-(4-(2-pyrimidinyl)-1-piperazinyl)butyl)-6-amino1,2-benzoisothiazol-3(2H)one 1,1-dioxide, and the mixture is stirred at room temperature for 12 hours. It is then evaporated to dryness, isopropyl ether is added and the mixture is stirred for 1 hour. It is then filtered and the colourless crystals are dried in vacuo. As a reaction SMILES: [N:1]1[CH:6]=[CH:5][CH:4]=[N:3][C:2]=1[N:7]1[CH2:12][CH2:11][N:10]([CH2:13][CH2:14][CH2:15][CH2:16][N:17]2[C:21](=[O:22])[C:20]3[CH:23]=[CH:24][C:25]([NH2:27])=[CH:26][C:19]=3[S:18]2(=[O:29])=[O:28])[CH2:9][CH2:8]1.[C:30](OC(=O)C)(=[O:32])[CH3:31]>>[N:3]1[CH:4]=[CH:5][CH:6]=[N:1][C:2]=1[N:7]1[CH2:12][CH2:11][N:10]([CH2:13][CH2:14][CH2:15][CH2:16][N:17]2[C:21](=[O:22])[C:20]3[CH:23]=[CH:24][C:25]([NH:27][C:30](=[O:32])[CH3:31])=[CH:26][C:19]=3[S:18]2(=[O:28])=[O:29])[CH2:9][CH2:8]1.